This data is from the Open Reaction Database (ORD), a public repository of structured organic reaction records. The task is: describe an organic reaction: reactants, conditions, products, and yield The reactants are CC([O-])=S, CS(=O)(=O)OC1CC(=O)N(Cc2ccc(S(=O)(=O)c3ccccc3)cc2)C1, [K+]. The product is CC(=O)SC1CC(=O)N(Cc2ccc(S(=O)(=O)c3ccccc3)cc2)C1. Reaction SMILES: [C:28]([CH3:29])(=[S:30])[O-:31].[CH3:1][S:2]([O:3][CH:6]1[CH2:7][C:8](=[O:27])[N:9]([CH2:11][c:12]2[cH:13][cH:14][c:15]([S:18](=[O:19])(=[O:20])[c:21]3[cH:22][cH:23][cH:24][cH:25][cH:26]3)[cH:16][cH:17]2)[CH2:10]1)(=[O:4])=[O:5].[K+:32]>>[CH:6]1([S:30][C:28]([CH3:29])=[O:31])[CH2:7][C:8](=[O:27])[N:9]([CH2:11][c:12]2[cH:13][cH:14][c:15]([S:18](=[O:19])(=[O:20])[c:21]3[cH:22][cH:23][cH:24][cH:25][cH:26]3)[cH:16][cH:17]2)[CH2:10]1. Reactants: [H][H] (hydrogen), CC1=CC=2N(C=C1)C=C(N2)C(=O)N2CCN(CC2)C=2C=C(C(=CC2)[N+](=O)[O-])C=CC(=O)OCC (ethyl 3-[3-[4-(7-methylimidazo[1,2-a]-pyridine-2-carbonyl)-1-piperazinyl]-6-nitrophenyl]acrylate), ClCCl (dichloromethane). The reagents and catalysts are [C].[Pd] (palladium carbon). The solvent is CO (methanol). Yields the product CC1=CC=2N(C=C1)C=C(N2)C(=O)N2CCN(CC2)C=2C=C1CCC(NC1=CC2)=O (6-[4-(7-methylimidazo[1,2-a]pyridine-2-carbonyl)-1-piperazinyl]-3,4-dihydro-2(lH)-quinolinone). Isolated yield 78.7%. As a reaction SMILES: [CH3:1][C:2]1[CH:7]=[CH:6][N:5]2[CH:8]=[C:9]([C:11]([N:13]3[CH2:18][CH2:17][N:16]([C:19]4[CH:20]=[C:21]([CH:28]=[CH:29][C:30](OCC)=[O:31])[C:22]([N+:25]([O-])=O)=[CH:23][CH:24]=4)[CH2:15][CH2:14]3)=[O:12])[N:10]=[C:4]2[CH:3]=1.ClCCl.[H][H]>[C].[Pd].CO>[CH3:1][C:2]1[CH:7]=[CH:6][N:5]2[CH:8]=[C:9]([C:11]([N:13]3[CH2:18][CH2:17][N:16]([C:19]4[CH:20]=[C:21]5[C:22](=[CH:23][CH:24]=4)[NH:25][C:30](=[O:31])[CH2:29][CH2:28]5)[CH2:15][CH2:14]3)=[O:12])[N:10]=[C:4]2[CH:3]=1 |f:3.4|. Procedure details: A mixture of ethyl 3-[3-[4-(7-methylimidazo[1,2-a]-pyridine-2-carbonyl)-1-piperazinyl]-6-nitrophenyl]acrylate (926 mg), 10% palladium carbon (139 mg), dichloromethane (50 ml) and methanol (50 ml) was hydrogenated under one atmospheric pressure of hydrogen at ambient temperature for 2.5 hours. After filtration, acetic acid (1 ml) was added to the filtrate containing ethyl 3-[3-[4-(7-methylimidazo[1,2-a]pyridine-2-carbonyl-1-piperazinyl]-6-aminophenyl]propionate and 6-[4-(7-methylimidazo[1,2-a]-py... The product is CN(C(=O)OC(C)(C)C)c1cc(Sc2ccccn2)ccc1N. Starting materials: CN(C(=O)OC(C)(C)C)c1cc(Sc2ccccn2)ccc1[N+](=O)[O-], CO. RXN SMILES: [CH3:1][N:2]([C:3]([O:4][C:5]([CH3:6])([CH3:7])[CH3:8])=[O:9])[c:10]1[c:11]([N+:23]([O-:24])=[O:25])[cH:12][cH:13][c:14]([S:16][c:17]2[n:18][cH:19][cH:20][cH:21][cH:22]2)[cH:15]1.[CH3:26][OH:27]>>[CH3:1][N:2]([C:3]([O:4][C:5]([CH3:6])([CH3:7])[CH3:8])=[O:9])[c:10]1[c:11]([NH2:23])[cH:12][cH:13][c:14]([S:16][c:17]2[n:18][cH:19][cH:20][cH:21][cH:22]2)[cH:15]1. Starting materials: CC(C)C1CCC(=O)CC1, O=C(O)C(F)(F)F, O=C(CNc1noc2ccc(OC(F)(F)F)cc12)NC1CNC1. Yields the product CC(C)C1CCC(N2CC(NC(=O)CNc3noc4ccc(OC(F)(F)F)cc34)C2)CC1. RXN SMILES: [CH:31]([CH3:32])([CH3:33])[CH:34]1[CH2:35][CH2:36][C:37](=[O:40])[CH2:38][CH2:39]1.[F:24][C:25]([F:26])([F:27])[C:28]([OH:29])=[O:30].[NH:1]1[CH2:2][CH:3]([NH:5][C:6]([CH2:7][NH:8][c:9]2[n:10][o:11][c:12]3[c:13]2[cH:14][c:15]([O:18][C:19]([F:20])([F:21])[F:22])[cH:16][cH:17]3)=[O:23])[CH2:4]1>>[N:1]1([CH:37]2[CH2:36][CH2:35][CH:34]([CH:31]([CH3:32])[CH3:33])[CH2:39][CH2:38]2)[CH2:2][CH:3]([NH:5][C:6]([CH2:7][NH:8][c:9]2[n:10][o:11][c:12]3[c:13]2[cH:14][c:15]([O:18][C:19]([F:20])([F:21])[F:22])[cH:16][cH:17]3)=[O:23])[CH2:4]1. Starting materials: CC(C)(C)c1cccc(C(C)(C)C)n1, ClCCl, O=S(=O)(OS(=O)(=O)C(F)(F)F)C(F)(F)F, O=C1OCCC1SCCCO. The product is O=C1OCCC1SCCCOS(=O)(=O)C(F)(F)F. Reaction SMILES: [C:16]([c:17]1[cH:18][cH:19][cH:20][c:21]([C:22]([CH3:23])([CH3:24])[CH3:25])[n:26]1)([CH3:27])([CH3:28])[CH3:29].[CH2:41]([Cl:42])[Cl:43].[F:1][C:2]([S:3](=[O:4])(=[O:5])[O:8][S:9](=[O:10])(=[O:11])[C:12]([F:13])([F:14])[F:15])([F:6])[F:7].[OH:30][CH2:31][CH2:32][CH2:33][S:34][CH:35]1[C:36](=[O:40])[O:37][CH2:38][CH2:39]1>>[O:8]([S:9](=[O:10])(=[O:11])[C:12]([F:13])([F:14])[F:15])[CH2:31][CH2:32][CH2:33][S:34][CH:35]1[C:36](=[O:40])[O:37][CH2:38][CH2:39]1.